From a dataset of the Open Reaction Database (ORD), a public repository of structured organic reaction records. describe an organic reaction: reactants, conditions, products, and yield The reactants are CC(C)(C)OC(=O)CCc1c(Br)cc(Br)nc1-c1ccccc1Cl, O=C(O)C(F)(F)F, O. The product is O=C(O)CCc1c(Br)cc(Br)nc1-c1ccccc1Cl. RXN SMILES: [Br:1][c:2]1[c:3]([CH2:16][CH2:17][C:18](=[O:19])[O:20][C:21]([CH3:22])([CH3:23])[CH3:24])[c:4](-[c:9]2[c:10]([Cl:15])[cH:11][cH:12][cH:13][cH:14]2)[n:5][c:6]([Br:8])[cH:7]1.[F:26][C:27]([F:28])([F:29])[C:30]([OH:31])=[O:32].[OH2:25]>>[Br:1][c:2]1[c:3]([CH2:16][CH2:17][C:18](=[O:19])[OH:20])[c:4](-[c:9]2[c:10]([Cl:15])[cH:11][cH:12][cH:13][cH:14]2)[n:5][c:6]([Br:8])[cH:7]1. Reactants: C1CCOC1, COC(=O)c1cc(C(=O)N(C)C)cn1CC(=O)c1ccc(Cl)cc1, [Li+], [Na+], [OH-], [OH-], O, O. Product: CN(C)C(=O)c1cc(C(=O)O)n(CC(=O)c2ccc(Cl)cc2)c1. As a reaction SMILES: [CH2:30]1[O:31][CH2:32][CH2:33][CH2:34]1.[Cl:1][c:2]1[cH:3][cH:4][c:5]([C:8]([CH2:9][n:10]2[c:11]([C:20](=[O:21])[O:22][CH3:23])[cH:12][c:13]([C:15]([N:16]([CH3:17])[CH3:18])=[O:19])[cH:14]2)=[O:24])[cH:6][cH:7]1.[Li+:27].[Na+:29].[OH-:26].[OH-:28].[OH2:25].[OH2:35]>>[Cl:1][c:2]1[cH:3][cH:4][c:5]([C:8]([CH2:9][n:10]2[c:11]([C:20](=[O:21])[OH:22])[cH:12][c:13]([C:15]([N:16]([CH3:17])[CH3:18])=[O:19])[cH:14]2)=[O:24])[cH:6][cH:7]1.